This data is from the Open Reaction Database (ORD), a public repository of structured organic reaction records. The task is: describe an organic reaction: reactants, conditions, products, and yield Starting materials: [BH4-].[Na+] (Sodium borohydride), C(C)(C)(C)[Si](OC1CCC(CC1)OC1=C(C=C(C=C1)Cl)NC(=O)C=1C=NN2C1N=CC(=C2)C=O)(C)C (6-formyl-pyrazolo[1,5-a]pyrimidine-3-carboxylic acid {2-[4-(tert-butyl-dimethyl-silanyloxy)-cyclohexyloxy]-5-chloro-phenyl}-amide). Solvent: O1CCCC1 (tetrahydrofuran), O (water). Conditions: time 2.5 hour. Product: C(C)(C)(C)[Si](OC1CCC(CC1)OC1=C(C=C(C=C1)Cl)NC(=O)C=1C=NN2C1N=CC(=C2)CO)(C)C (6-hydroxymethyl-pyrazolo[1,5-a]pyrimidine-3-carboxylic acid {2-[4-(tert-butyl-dimethyl-silanyloxy)-cyclohexyloxy]-5-chloro-phenyl}-amide). As a reaction SMILES: [BH4-].[Na+].[C:3]([Si:7]([CH3:38])([CH3:37])[O:8][CH:9]1[CH2:14][CH2:13][CH:12]([O:15][C:16]2[CH:21]=[CH:20][C:19]([Cl:22])=[CH:18][C:17]=2[NH:23][C:24]([C:26]2[CH:27]=[N:28][N:29]3[CH:34]=[C:33]([CH:35]=[O:36])[CH:32]=[N:31][C:30]=23)=[O:25])[CH2:11][CH2:10]1)([CH3:6])([CH3:5])[CH3:4]>O1CCCC1.O>[C:3]([Si:7]([CH3:38])([CH3:37])[O:8][CH:9]1[CH2:14][CH2:13][CH:12]([O:15][C:16]2[CH:21]=[CH:20][C:19]([Cl:22])=[CH:18][C:17]=2[NH:23][C:24]([C:26]2[CH:27]=[N:28][N:29]3[CH:34]=[C:33]([CH2:35][OH:36])[CH:32]=[N:31][C:30]=23)=[O:25])[CH2:11][CH2:10]1)([CH3:6])([CH3:5])[CH3:4] |f:0.1|. Procedure details: Sodium borohydride (30 mg, 0.079 mmol) was added to a solution of 6-formyl-pyrazolo[1,5-a]pyrimidine-3-carboxylic acid {2-[4-(tert-butyl-dimethyl-silanyloxy)-cyclohexyloxy]-5-chloro-phenyl}-amide (20 mg, 0.038 mmol) in a mixture of tetrahydrofuran (1.5 mL) and water (0.1 mL) and the resulting mixture was stirred at room temperature for 2.5 hours. The solvent was evaporated under reduced pressure to give 6-hydroxymethyl-pyrazolo[1,5-a]pyrimidine-3-carboxylic acid {2-[4-(tert-butyl-dimethyl-silany... Starting materials: COC(=O)c1cncc(NC(C)c2cccc(NC(=O)c3cccc(C)c3)c2)n1, CCOC(C)=O, N, C1COCCO1. Yields the product Cc1cccc(C(=O)Nc2cccc(C(C)Nc3cncc(C(N)=O)n3)c2)c1. RXN SMILES: [CH3:1][c:2]1[cH:3][c:4]([C:5](=[O:6])[NH:7][c:8]2[cH:9][c:10]([CH:14]([CH3:15])[NH:16][c:17]3[cH:18][n:19][cH:20][c:21]([C:23]([O:25][CH3:24])=[O:26])[n:22]3)[cH:11][cH:12][cH:13]2)[cH:27][cH:28][cH:29]1.[CH3:37][CH2:38][O:39][C:40](=[O:41])[CH3:42].[NH3:30].[O:31]1[CH2:32][CH2:33][O:34][CH2:35][CH2:36]1>>[CH3:1][c:2]1[cH:3][c:4]([C:5](=[O:6])[NH:7][c:8]2[cH:9][c:10]([CH:14]([CH3:15])[NH:16][c:17]3[cH:18][n:19][cH:20][c:21]([C:23](=[O:25])[NH2:30])[n:22]3)[cH:11][cH:12][cH:13]2)[cH:27][cH:28][cH:29]1. The reactants are FC1=C2C=CC=C(C2=CC=C1)C(C=CC=1N=CNC1C)=O (1-(5-fluoro-1-naphthalenyl)-3-(5-methyl-1H-imidazol-4-yl)-2-propen-1-one), C(\C=C/C(=O)O)(=O)O (maleic acid). The product is C(\C=C/C(=O)O)(=O)O.FC1=C2C=CC=C(C2=CC=C1)C(CCC=1N=CNC1C)=O (1-(5-Fluoro- 1-naphthalenyl)-3-(5-methyl-1H-imidazol-4-yl)-1-propanone maleate). Isolated yield 64.1%. RXN SMILES: [F:1][C:2]1[CH:11]=[CH:10][CH:9]=[C:8]2[C:3]=1[CH:4]=[CH:5][CH:6]=[C:7]2[C:12](=[O:21])[CH:13]=[CH:14][C:15]1[N:16]=[CH:17][NH:18][C:19]=1[CH3:20].[C:22]([OH:29])(=[O:28])/[CH:23]=[CH:24]\[C:25]([OH:27])=[O:26]>>[C:22]([OH:29])(=[O:28])/[CH:23]=[CH:24]\[C:25]([OH:27])=[O:26].[F:1][C:2]1[CH:11]=[CH:10][CH:9]=[C:8]2[C:3]=1[CH:4]=[CH:5][CH:6]=[C:7]2[C:12](=[O:21])[CH2:13][CH2:14][C:15]1[N:16]=[CH:17][NH:18][C:19]=1[CH3:20] |f:2.3|. Procedure: The filtrate from the hydrogenation of 1-(5-fluoro-1-naphthalenyl)-3-(5-methyl-1H-imidazol-4-yl)-2-propen-1-one (1.01 g) was treated with maleic acid (418 mg) and the resultant solution was evaporated to dryness to give a solid. This was recrystallised from methanol/ethyl acetate to give the title compound (920 mg), m.p. 138°-140°. The reactants are C(=O)C=1C(=C(C(=NC1CCC)C)OCC=1C=C(C#N)C=CC1)C (3-(5-Formyl-2,4-dimethyl-6-propyl-pyridin-3-yloxymethyl)-benzonitrile), NC1=CC=C(C#N)C=C1 (4-aminobenzonitrile). The product is CC.C(#N)C=1C=C(COC=2C(=C(C(=NC2C)CCC)CNC2=CC=C(C#N)C=C2)C)C=CC1 (4-{[5-(3-Cyano-benzyloxy)-4,6-dimethyl-2-propyl-pyridin-3-ylmethyl]-amino}-benzonitrile; compound with ethane). Isolated yield 67.5%. Reaction SMILES: [CH:1]([C:3]1[C:4]([CH3:23])=[C:5]([O:13][CH2:14][C:15]2[CH:16]=[C:17]([CH:20]=[CH:21][CH:22]=2)[C:18]#[N:19])[C:6]([CH3:12])=[N:7][C:8]=1[CH2:9][CH2:10][CH3:11])=O.[NH2:24][C:25]1[CH:32]=[CH:31][C:28]([C:29]#[N:30])=[CH:27][CH:26]=1>>[CH3:1][CH3:3].[C:18]([C:17]1[CH:16]=[C:15]([CH:22]=[CH:21][CH:20]=1)[CH2:14][O:13][C:5]1[C:4]([CH3:23])=[C:3]([CH2:1][NH:24][C:25]2[CH:32]=[CH:31][C:28]([C:29]#[N:30])=[CH:27][CH:26]=2)[C:8]([CH2:9][CH2:10][CH3:11])=[N:7][C:6]=1[CH3:12])#[N:19] |f:2.3|. Procedure details: The reductive amination of 3-(5-formyl-2,4-dimethyl-6-propyl-pyridin-3-yloxymethyl)-benzonitrile (179) (675 mg, 2.18 mmol) and 4-aminobenzonitrile (516 mg, 4.4 mmol), was carried out as described in Example 21, gave 4-{[5-(3-cyano-benzyloxy)-4,6-dimethyl-2-propyl-pyridin-3-ylmethyl]-amino}-benzonitrile (180) (324 mg, 36% yield). Starting materials: C(C)C1=NN=C(S1)SCC1=CC(=CC(=N1)NC(OC(C)(C)C)=O)N1CCOCC1 (tert-butyl N-[6-(5-ethyl-1,3,4-thiadiazol-2-ylthiomethyl)-4-morpholino-2-pyridyl]carbamate), CS(=O)(=O)OCC1=CC(=CC(=C1)[N+](=O)[O-])C (3-methyl-5-nitrobenzyl methanesulfonate), [H-].[Na+] (sodium hydride), compound. Run in CN(C=O)C (dimethylformamide), C(C)(=O)OCC (ethyl acetate), CN(C=O)C (dimethylformamide). Reaction conditions: time 30 minute. Yields the product C(C)(C)(C)OC(=O)N(CC1=CC(=CC(=C1)[N+](=O)[O-])C)C1=NC(=CC(=C1)N1CCOCC1)CSC=1SC(=NN1)CC (2-[N-tert-butoxycarbonyl-N-(3-methyl-5-nitrobenzyl)amino]-6-(5-ethyl-1,3,4-thiadiazol-2-ylthiomethyl)-4-morpholinopyridine). As a reaction SMILES: [CH2:1]([C:3]1[S:7][C:6]([S:8][CH2:9][C:10]2[N:15]=[C:14]([NH:16][C:17](=[O:23])[O:18][C:19]([CH3:22])([CH3:21])[CH3:20])[CH:13]=[C:12]([N:24]3[CH2:29][CH2:28][O:27][CH2:26][CH2:25]3)[CH:11]=2)=[N:5][N:4]=1)[CH3:2].[H-].[Na+].CS(O[CH2:37][C:38]1[CH:43]=[C:42]([N+:44]([O-:46])=[O:45])[CH:41]=[C:40]([CH3:47])[CH:39]=1)(=O)=O>CN(C)C=O.C(OCC)(=O)C>[C:19]([O:18][C:17]([N:16]([C:14]1[CH:13]=[C:12]([N:24]2[CH2:25][CH2:26][O:27][CH2:28][CH2:29]2)[CH:11]=[C:10]([CH2:9][S:8][C:6]2[S:7][C:3]([CH2:1][CH3:2])=[N:4][N:5]=2)[N:15]=1)[CH2:37][C:38]1[CH:43]=[C:42]([N+:44]([O-:46])=[O:45])[CH:41]=[C:40]([CH3:47])[CH:39]=1)=[O:23])([CH3:22])([CH3:20])[CH3:21] |f:1.2|. Procedure details: To a solution of tert-butyl N-[6-(5-ethyl-1,3,4-thiadiazol-2-ylthiomethyl)-4-morpholino-2-pyridyl]carbamate (200 mg) obtained in Example 1-(5) in dimethylformamide (2 ml), 60% sodium hydride (30 mg) was added under cooling with ice, followed by stirring at the same temperature for 30 minutes. A solution of 3-methyl-5-nitrobenzyl methanesulfonate (283 mg) in dimethylformamide (1 ml), was added to the reaction solution, followed by stirring at room temperature overnight. The reaction solution was ... Reactants: C(C)(C)(C)OC(=O)NCC1=NC=CC(=C1)C1=CC=C(C(=O)OC)C=C1 (Methyl 4-(2-[t-butyloxycarbonylamino-methyl]-pyridin-4-yl)-benzoate), C(=O)(C(F)(F)F)O (TFA), C(=O)(C(F)(F)F)O (TFA), C=O (paraformaldehyde). The reagents and catalysts are O (water). Solvent: C(Cl)Cl (CH2Cl2). Conditions: time 90 minute. The product is CN(C)CC1=NC=CC(=C1)C1=CC=C(C(=O)OC)C=C1 (Methyl 4-(2-[N,N-dimethylamino-methyl]-pyridin-4-yl)-benzoate). Reaction SMILES: C(O[C:6]([NH:8][CH2:9][C:10]1[CH:15]=[C:14]([C:16]2[CH:25]=[CH:24][C:19]([C:20]([O:22][CH3:23])=[O:21])=[CH:18][CH:17]=2)[CH:13]=[CH:12][N:11]=1)=O)(C)(C)C.[C:26](O)(C(F)(F)F)=O.C=O>C(Cl)Cl.O>[CH3:26][N:8]([CH2:9][C:10]1[CH:15]=[C:14]([C:16]2[CH:17]=[CH:18][C:19]([C:20]([O:22][CH3:23])=[O:21])=[CH:24][CH:25]=2)[CH:13]=[CH:12][N:11]=1)[CH3:6]. Reported procedure: To a solution of Methyl 4-(2-[t-butyloxycarbonylamino-methyl]-pyridin-4-yl)-benzoate (reference example 56) (520 mg, 1.5 mmol) in CH2Cl2 (5 mL) is added TFA (1.5 mL) and 2 drops of water (approx. 100 mL). The resulting solution is stirred for 90 minutes, then concentrated under reduced pressure. The residue is dissolved in THF (4 mL) then NaBH4 added (222 mg, 6 mmol) followed by paraformaldehyde (360 mg, 12 mmol). To this mixture is added TFA (4 mL) dropwise. The resulting mixture is stirred for... The reactants are ClC1=NC=C(C=C1[C@@H]1N(CCC1)C(=O)OC(C)(C)C)F ((R)-tert-butyl 2-(2-chloro-5-fluoropyridin-3-yl)pyrrolidine-1-carboxylate), Cl (HCl). The solvent is O1CCOCC1 (dioxane). Conditions: time 8 hour. Yields the product Cl.Cl.ClC1=NC=C(C=C1[C@@H]1NCCC1)F ((R)-2-chloro-5-fluoro-3-(pyrrolidin-2-yl)pyridine dihydrochloride). Yield: 80.0%. As a reaction SMILES: [Cl:1][C:2]1[C:7]([C@H:8]2[CH2:12][CH2:11][CH2:10][N:9]2C(OC(C)(C)C)=O)=[CH:6][C:5]([F:20])=[CH:4][N:3]=1.[ClH:21]>O1CCOCC1>[ClH:1].[ClH:21].[Cl:1][C:2]1[C:7]([C@H:8]2[CH2:12][CH2:11][CH2:10][NH:9]2)=[CH:6][C:5]([F:20])=[CH:4][N:3]=1 |f:3.4.5|. Procedure details: To a dioxane (5 mL) solution of (R)-tert-butyl 2-(2-chloro-5-fluoropyridin-3-yl)pyrrolidine-1-carboxylate (500 mg, 1.66 mmol) was added HCl (4 N dioxane, 20 mL), followed by stirring at ambient temperature overnight. The mixture was concentrated and treated with Et2O, then vacuum-dried, to provide the product as a white solid (0.36 g, 80% yield). MS (apci) m/z=201.1 (M+H). The enantiomeric excess (ee %) of the product was determined to be >92% according to the method described in Preparation A. Reactants: CO, Cc1cc(C#N)cc(C)c1O, Cl, Cl, NO. Yields the product Cc1cc(C(=N)NO)cc(C)c1O. As a reaction SMILES: [CH3:16][OH:17].[CH3:4][c:5]1[cH:6][c:7]([C:8]#[N:9])[cH:10][c:11]([CH3:14])[c:12]1[OH:13].[ClH:15].[ClH:1].[NH2:2][OH:3]>>[NH:2]([OH:3])[C:8]([c:7]1[cH:6][c:5]([CH3:4])[c:12]([OH:13])[c:11]([CH3:14])[cH:10]1)=[NH:9].